This data is from the Open Reaction Database (ORD), a public repository of structured organic reaction records. The task is: describe an organic reaction: reactants, conditions, products, and yield RXN SMILES: [CH2:1]([O:3][C:4]([C:6]1[C:7]([OH:16])=[C:8]2[C:14]([CH3:15])=[N:13][O:12][C:9]2=[N:10][CH:11]=1)=[O:5])[CH3:2].C(=O)([O-])[O-].[K+].[K+].[CH2:23](I)[CH3:24].C(OC(C1C=NC2=NOC(C)=C2C=1OCC)=O)C>C(O)C>[CH2:1]([O:3][C:4]([C:6]1[C:7]([O:16][CH2:23][CH3:24])=[C:8]2[C:14]([CH3:15])=[N:13][O:12][C:9]2=[N:10][CH:11]=1)=[O:5])[CH3:2] |f:1.2.3|. Reaction conditions: time 6 hour. Procedure: 2.22 g. of 4-Hydroxy-3-methylisoxazolo[5,4-b]pyridine-5-carboxylic acid ethyl ester (0.1 mol.) are dissolved in 150 ml. of ethanol and 28 g. of potassium carbonate (0.2 mol.). 31 g. of ethyl iodide (0.2 mol.) are added. The mixture is heated with stirring for 6 hours. The hot solution is filtered and the solvent evaporated. The oily residue yields on crystallization with methanol 18.2 g. of 4-ethoxy-3-methylisoxazolo-[3,4-b]pyridine-5-carboxylic acid ethyl ester (73%), m.p. 62°. Starting materials: C(C)OC(=O)C=1C(=C2C(=NC1)ON=C2C)O (4-Hydroxy-3-methylisoxazolo[5,4-b]pyridine-5-carboxylic acid ethyl ester), C(C)OC(=O)C1=C(C=2C(N=C1)=NOC2C)OCC (4-ethoxy-3-methylisoxazolo-[3,4-b]pyridine-5-carboxylic acid ethyl ester), C([O-])([O-])=O.[K+].[K+] (potassium carbonate), C(C)I (ethyl iodide). The product is C(C)OC(=O)C=1C(=C2C(=NC1)ON=C2C)OCC (4-Ethoxy-3-methylisoxazolo[5,4-b]pyridine-5-carboxylic acid ethyl ester). Run in C(C)O (ethanol). Yield: 48.6%. The solvent is C(Cl)Cl (methylene chloride), C(Cl)Cl (methylene chloride). RXN SMILES: ClC1C=CC=C(C(OO)=[O:9])C=1.[CH3:12][C:13]([CH2:24][CH2:25][CH:26]=[C:27]([CH3:29])[CH3:28])=[CH:14][CH2:15][CH2:16][C:17](=[O:23])[CH2:18][C:19]([O:21][CH3:22])=[O:20].C(=O)(O)[O-].[Na+]>C(Cl)Cl>[O:9]1[C:27]([CH3:29])([CH3:28])[CH:26]1[CH2:25][CH2:24][C:13]([CH3:12])=[CH:14][CH2:15][CH2:16][C:17](=[O:23])[CH2:18][C:19]([O:21][CH3:22])=[O:20] |f:2.3|. Reported procedure: A solution of 5.1 g of m-chloroperbenzoic acid in 50 ml of methylene chloride was added dropwise at -40° C. under a nitrogen atmosphere to a solution of 6 g of the product of Example 3 in 60 ml of methylene chloride and after stirring for 15 minutes at -20° C., the mixture was poured into a saturated aqueous sodium bicarbonate solution. The mixture was extracted with methylene chloride and the organic phase was washed with aqueous sodium bicarbonate solution and then with water, dried over sodiu... Starting materials: C([O-])(O)=O.[Na+] (sodium bicarbonate), ClC1=CC(=CC=C1)C(=O)OO (m-chloroperbenzoic acid), CC(=CCCC(CC(=O)OC)=O)CCC=C(C)C (methyl 7,11-dimethyl-3-oxo-6,10-dodecadienoate). Product: O1C(CCC(=CCCC(CC(=O)OC)=O)C)C1(C)C (methyl 10-epoxy-7,11-dimethyl-3-oxo-6-dodecenoate). Reaction conditions: temperature -20 celsius, time 15 minute. Starting materials: C(C)OC(C(=O)NCCC1=CC(=CC=C1)OC)=O (N-[2-(3-methoxyphenyl)-ethyl]oxalamic acid ethylester), COC=1C=C(CCNC(C(=O)OCC)=O)C=CC1 (ethyl 2-(3-methoxyphenethylamino)-2-oxoacetate), ice water, CS(=O)(=O)O (methanesulfonic acid), O=P12OP3(=O)OP(=O)(O1)OP(=O)(O2)O3 (P2O5), C(=O)([O-])[O-].[K+].[K+] (K2CO3). Run in C(Cl)Cl (CH2Cl2). Run at time 0.5 hour. The product is COC=1C=C2CCN=C(C2=CC1)C(=O)OCC (ethyl 6-methoxy-3,4-dihydroisoquinoline-1-carboxylate). The yield is 82.0%. Reaction SMILES: CS(O)(=O)=O.O=P12OP3(OP(OP(O3)(O1)=O)(=O)O2)=O.[CH2:20]([O:22][C:23](=[O:37])[C:24]([NH:26][CH2:27][CH2:28][C:29]1[CH:34]=[CH:33][CH:32]=[C:31]([O:35][CH3:36])[CH:30]=1)=O)[CH3:21].C([O-])([O-])=O.[K+].[K+]>C(Cl)Cl>[CH3:36][O:35][C:31]1[CH:30]=[C:29]2[C:34](=[CH:33][CH:32]=1)[C:24]([C:23]([O:22][CH2:20][CH3:21])=[O:37])=[N:26][CH2:27][CH2:28]2 |f:3.4.5|. Procedure: A mixture of 160 ml of methanesulfonic acid and 45 g of P2O5 was heated with stirring at an oil bath for about ½ hr in order to obtain a homogeneous mixture. The mixture was cooled to RT and a solution of 46 g of N-[2-(3-methoxyphenyl)-ethyl]oxalamic acid ethylester, 5b, in 50 ml of CH2Cl2 was added and the temperature was raised again to 80° C., while distilling off the CH2Cl2. The mixture was kept for 16 hr at 80° C. in order to complete the cyclization reaction. Then the reaction mixture was ... Reactants: C(C)(C)(C)OC(=O)N1CC(CC1)OC=1C=NC=CC1 (3-(1-t-butoxycarbonyl-3-pyrrolidinyloxy)-pyridine), solution, C(=O)(C(F)(F)F)O (TFA). Solvent: C(Cl)Cl (CH2Cl2). Run at time 50 minute. The product is N1CC(CC1)OC=1C=NC=CC1 (3-(3-Pyrrolidinyloxy)-pyridine). Isolated yield 30.4%. RXN SMILES: C(OC([N:8]1[CH2:12][CH2:11][CH:10]([O:13][C:14]2[CH:15]=[N:16][CH:17]=[CH:18][CH:19]=2)[CH2:9]1)=O)(C)(C)C.C(O)(C(F)(F)F)=O>C(Cl)Cl>[NH:8]1[CH2:12][CH2:11][CH:10]([O:13][C:14]2[CH:15]=[N:16][CH:17]=[CH:18][CH:19]=2)[CH2:9]1. Reported procedure: To 1.3 gm of 3-(1-t-butoxycarbonyl-3-pyrrolidinyloxy)-pyridine was added 10 mL of solution containing 5 mL of TFA and 5 mL of CH2Cl2 at ice-bath temperature. The reaction solution was slowly warmed to room temperature and allowed to stir 50 min at room temperature. After 50 min, solvents were removed in vacuo and the crude product was purified by flash chromatography (9:1:0.05, CHCl3:MeOH:conc. NH4OH) to obtain 120 mg (30.4% yield in two steps) of a clear oil: 1H NMR (300 MHz, CD3OD) δ8.21 (1H, ... Reactants: Cl.Cl.C1(=CC=C(C=C1)N)N (paraphenylene diamine dihydrochloride), N (ammonia), OO (H2O2), NC=1C=C(C=CC1OC)O (3-amino-4-methoxy phenol). Solvent: CC(=O)C (acetone), O (water). Conditions: time 2 hour. Yields the product NC=1C(C=C(C(C1)=O)NC1=CC=C(C=C1)N)=O (2-amino-5-[4'-(amino)anilino]-1,4-benzoquinone). As a reaction SMILES: [NH2:1][C:2]1[CH:3]=[C:4]([OH:10])[CH:5]=[CH:6][C:7]=1[O:8]C.N.OO.Cl.Cl.[C:16]1([NH2:23])[CH:21]=[CH:20][C:19]([NH2:22])=[CH:18][CH:17]=1>CC(C)=O.O>[NH2:1][C:2]1[C:7](=[O:8])[CH:6]=[C:5]([NH:22][C:19]2[CH:20]=[CH:21][C:16]([NH2:23])=[CH:17][CH:18]=2)[C:4](=[O:10])[CH:3]=1 |f:3.4.5|. Reported procedure: 0.75 mole (10.5 g) of 3-amino-4-methoxy phenol is dissolved in 50 cc of acetone to which have been added 50 cc of ammonia (22° Be') and 250 cc of H2O2 (20 volumes). To this solution there is immediately added 0.05 mole (9.0 g) of paraphenylene diamine dihydrochloride in solution in 100 cc of water. The resulting reaction mixture is agitated for two hours at ambient temperature at which time the reaction mixture is filtered to recover the precipitate which has formed. After recrystallizing the pr... The product is COC(=O)C(CC1CCOCC1)n1cnc(C(F)(F)F)c1. As a reaction SMILES: [CH2:40]1[O:41][CH2:42][CH2:43][CH2:44]1.[CH3:10][Si:11]([N-:12][Si:13]([CH3:14])([CH3:15])[CH3:16])([CH3:17])[CH3:18].[F:1][C:2]([c:3]1[n:4][cH:5][nH:6][cH:7]1)([F:8])[F:9].[Li+:19].[O:20]1[CH2:21][CH2:22][CH:23]([CH2:26][CH:27]([C:28](=[O:29])[O:30][CH3:31])[O:32][S:33]([C:34]([F:35])([F:36])[F:37])(=[O:38])=[O:39])[CH2:24][CH2:25]1>>[F:1][C:2]([c:3]1[n:4][cH:5][n:6]([CH:27]([CH2:26][CH:23]2[CH2:22][CH2:21][O:20][CH2:25][CH2:24]2)[C:28](=[O:29])[O:30][CH3:31])[cH:7]1)([F:8])[F:9]. The reactants are C1CCOC1, C[Si](C)(C)[N-][Si](C)(C)C, FC(F)(F)c1c[nH]cn1, [Li+], COC(=O)C(CC1CCOCC1)OS(=O)(=O)C(F)(F)F.